Dataset: the Open Reaction Database (ORD), a public repository of structured organic reaction records. Task: describe an organic reaction: reactants, conditions, products, and yield Reagents/catalysts: [Cu] (copper). The product is ClC(C1OC(C2(C(C12)(C)C)C(=O)OCC)=O)(Cl)Cl (ethyl (±)-4-trichloromethyl-6,6-dimethyl-2-oxo-3-oxabicyclo-[3.1.0]hexane-1-carboxylate), oil. Solvent: CCCCCCCC (n-octane), CCCCCCCC (n-octane). The yield is 54.0%. RXN SMILES: [N+](=[C:3]([C:9]([O:11][CH:12]([C:17]([Cl:20])([Cl:19])[Cl:18])[CH:13]=[C:14]([CH3:16])[CH3:15])=[O:10])[C:4]([O:6][CH2:7][CH3:8])=[O:5])=[N-]>CCCCCCCC.[Cu]>[Cl:18][C:17]([Cl:20])([Cl:19])[CH:12]1[CH:13]2[C:3]([C:4]([O:6][CH2:7][CH3:8])=[O:5])([C:14]2([CH3:16])[CH3:15])[C:9](=[O:10])[O:11]1. Reported procedure: To a refluxing suspension of copper powder (5.0 g, 0.079 mole) in 240 ml of n-octane was added dropwise in one hour a solution of ethyl (±)-3-methyl-1-trichloromethyl-2-butenyl diazomalonate (5.0 g, 0.0146 mole) in 60 ml of n-octane. The reaction mixture was then heated under reflux for 21/2 hours and filtered. The n-octane was removed from the filtrate by evaporation under vacuum, yielding a residue which was distilled under vacuum to give ethyl (±)-4-trichloromethyl-6,6-dimethyl-2-oxo-3-oxabic... Reactants: [N+](=[N-])=C(C(=O)OCC)C(=O)OC(C=C(C)C)C(Cl)(Cl)Cl (ethyl (±)-3-methyl-1-trichloromethyl-2-butenyl diazomalonate). The reactants are C(C)(C)(C)OC(=O)N1CC2=C(CC1)C=CO2 (6-tert-butoxycarbonyl-4,5,6,7-tetrahydrofuro[2,3-c]pyridine), Cl (hydrochloric acid). Run in CO (methanol). Reaction conditions: time 1 hour. Product: Cl.O1C=CC2=C1CNCC2 (4,5,6,7-tetrahydrofuro[2,3-c]pyridine hydrochloride). RXN SMILES: C(OC([N:8]1[CH2:13][CH2:12][C:11]2[CH:14]=[CH:15][O:16][C:10]=2[CH2:9]1)=O)(C)(C)C.[ClH:17]>CO>[ClH:17].[O:16]1[C:10]2[CH2:9][NH:8][CH2:13][CH2:12][C:11]=2[CH:14]=[CH:15]1 |f:3.4|. Procedure: To a solution of 5.324 g (23.85 mmol) of 6-tert-butoxycarbonyl-4,5,6,7-tetrahydrofuro[2,3-c]pyridine in 100 ml of methanol, 5 ml of concentrated hydrochloric acid was added, followed by stirring at room temperature for 1 hour. The solvent was distilled off under reduced pressure to yield the desired product. Starting materials: O=C([O-])[O-], Cc1ccc(S(=O)(=O)n2cc(I)c(OCc3ccccc3)n2)cc1, CCO, Cc1ccccc1, OB(O)c1ccccc1F, [K+], [K+], c1ccc(P(c2ccccc2)(c2ccccc2)[Pd](P(c2ccccc2)(c2ccccc2)c2ccccc2)(P(c2ccccc2)(c2ccccc2)c2ccccc2)P(c2ccccc2)(c2ccccc2)c2ccccc2)cc1. Product: Cc1ccc(S(=O)(=O)n2cc(-c3ccccc3F)c(OCc3ccccc3)n2)cc1. Reaction SMILES: [C:11](=[O:12])([O-:13])[O-:14].[CH2:17]([c:18]1[cH:19][cH:20][cH:21][cH:22][cH:23]1)[O:24][c:25]1[n:26][n:27]([S:31](=[O:32])(=[O:33])[c:34]2[cH:35][cH:36][c:37]([CH3:40])[cH:38][cH:39]2)[cH:28][c:29]1[I:30].[CH3:41][CH2:42][OH:43].[CH3:44][c:45]1[cH:46][cH:47][cH:48][cH:49][cH:50]1.[F:1][c:2]1[c:3]([B:8]([OH:9])[OH:10])[cH:4][cH:5][cH:6][cH:7]1.[K+:15].[K+:16].[cH:51]1[cH:52][cH:53][c:54]([P:55]([Pd:56]([P:57]([c:58]2[cH:59][cH:60][cH:61][cH:62][cH:63]2)([c:64]2[cH:65][cH:66][cH:67][cH:68][cH:69]2)[c:70]2[cH:71][cH:72][cH:73][cH:74][cH:75]2)([P:76]([c:77]2[cH:78][cH:79][cH:80][cH:81][cH:82]2)([c:83]2[cH:84][cH:85][cH:86][cH:87][cH:88]2)[c:89]2[cH:90][cH:91][cH:92][cH:93][cH:94]2)[P:95]([c:96]2[cH:97][cH:98][cH:99][cH:100][cH:101]2)([c:102]2[cH:103][cH:104][cH:105][cH:106][cH:107]2)[c:108]2[cH:109][cH:110][cH:111][cH:112][cH:113]2)([c:114]2[cH:115][cH:116][cH:117][cH:118][cH:119]2)[c:120]2[cH:121][cH:122][cH:123][cH:124][cH:125]2)[cH:126][cH:127]1>>[F:1][c:2]1[c:3](-[c:29]2[c:25]([O:24][CH2:17][c:18]3[cH:19][cH:20][cH:21][cH:22][cH:23]3)[n:26][n:27]([S:31](=[O:32])(=[O:33])[c:34]3[cH:35][cH:36][c:37]([CH3:40])[cH:38][cH:39]3)[cH:28]2)[cH:4][cH:5][cH:6][cH:7]1. Starting materials: C(C1=CC=CC=C1)N1CC(C(CC1)NC)(C)CC (1-benzyl-4-methylamino-3-ethyl-3-methyl piperidine). Reagents/catalysts: [OH-].[OH-].[Pd+2] (Pd(OH)2 on carbon). Solvent: CO (methanol), [H][H] (hydrogen). Product: CNC1C(CNCC1)(C)CC (4-methylamino-3-ethyl-3-methylpiperidine). RXN SMILES: C([N:8]1[CH2:13][CH2:12][CH:11]([NH:14][CH3:15])[C:10]([CH2:17][CH3:18])([CH3:16])[CH2:9]1)C1C=CC=CC=1>CO.[H][H].[OH-].[OH-].[Pd+2]>[CH3:15][NH:14][CH:11]1[CH2:12][CH2:13][NH:8][CH2:9][C:10]1([CH2:17][CH3:18])[CH3:16] |f:3.4.5|. Procedure details: A mixture of 20% Pd(OH)2 on carbon (0.7 g) and 1-benzyl-4-methylamino-3-ethyl-3-methyl piperidine (6 g, 24.39 mmol) in methanol (60 ml) was stirred in hydrogen atmosphere (1 atm.) at 60° C. for 6 hr. The catalyst was filtered off, washed with methanol and filtrate was concentrated to dryness to afford 4-methylamino-3-ethyl-3-methylpiperidine. Yield 2.5 g (66%), C9H20N2, m/z 157 (M+1). The reactants are Cc1cc2cc(N)ccc2[nH]1, Cc1cccc(-c2cc3nccc(Cl)c3s2)n1. Product: Cc1cccc(-c2cc3nccc(Nc4ccc5[nH]c(C)cc5c4)c3s2)n1. As a reaction SMILES: [CH3:1][c:2]1[nH:3][c:4]2[cH:5][cH:6][c:7]([NH2:11])[cH:8][c:9]2[cH:10]1.[Cl:12][c:13]1[c:14]2[c:15]([n:16][cH:17][cH:18]1)[cH:19][c:20](-[c:22]1[n:23][c:24]([CH3:28])[cH:25][cH:26][cH:27]1)[s:21]2>>[CH3:1][c:2]1[nH:3][c:4]2[cH:5][cH:6][c:7]([NH:11][c:13]3[c:14]4[c:15]([n:16][cH:17][cH:18]3)[cH:19][c:20](-[c:22]3[n:23][c:24]([CH3:28])[cH:25][cH:26][cH:27]3)[s:21]4)[cH:8][c:9]2[cH:10]1. Reactants: N1CCCC2=CC=C3C=CC=NC3=C12 (tetrahydrophenanthroline), C(#N)C1=C(C(=O)C(=C(C1=O)Cl)Cl)C#N (DDQ), C1CCOC1 (THF). Yields the product CC(C)(C1C(C[C@@H](CC1)C)=O)C1=NC2=C3N=CC=CC3=CC=C2C=C1 ((1-methyl-1-[(4R)-4-methyl-2-oxocyclohexyl]ethyl)-1,10-phenanthroline). RXN SMILES: [NH:1]1[C:14]2[C:5](=[CH:6][CH:7]=[C:8]3[C:13]=2[N:12]=[CH:11][CH:10]=[CH:9]3)[CH2:4][CH2:3][CH2:2]1.C([C:17]1[C:23](=[O:24])[C:22](Cl)=[C:21](Cl)[C:19](=O)[C:18]=1[C:27]#N)#N.[CH2:29]1[CH2:33]OC[CH2:30]1>>[CH3:30][C:29]([C:11]1[CH:10]=[CH:9][C:8]2[C:13](=[C:14]3[C:5](=[CH:6][CH:7]=2)[CH:4]=[CH:3][CH:2]=[N:1]3)[N:12]=1)([CH:22]1[CH2:21][CH2:19][C@@H:18]([CH3:27])[CH2:17][C:23]1=[O:24])[CH3:33]. Procedure details: The title compound is prepared by reacting in THF the tetrahydrophenanthroline, obtained as described by Example 24, with DDQ. Reactants: COC=1C(=C2C(NC=NC2=CC1OC)=O)[N+](=O)[O-] (6,7-Dimethoxy-5-nitro-3H-quinazolin-4-one), ClC1=CC=C(N)C=C1 (4-chloroaniline). Reagents/catalysts: CN(C)C=O (DMF). Solvent: O=S(Cl)Cl (SOCl2). Reaction conditions: temperature 90 celsius, time 3 hour. The product is ClC1=CC=C(C=C1)NC1=NC=NC2=CC(=C(C(=C12)[N+](=O)[O-])OC)OC ((4-chloro-phenyl)-(6,7-dimethoxy-5-nitro-quinazolin-4-yl)-amine). Reaction SMILES: [CH3:1][O:2][C:3]1[C:4]([N+:16]([O-:18])=[O:17])=[C:5]2[C:10](=[CH:11][C:12]=1[O:13][CH3:14])[N:9]=[CH:8][NH:7][C:6]2=O.[Cl:19][C:20]1[CH:26]=[CH:25][C:23]([NH2:24])=[CH:22][CH:21]=1>O=S(Cl)Cl.CN(C=O)C>[Cl:19][C:20]1[CH:26]=[CH:25][C:23]([NH:24][C:6]2[C:5]3[C:10](=[CH:11][C:12]([O:13][CH3:14])=[C:3]([O:2][CH3:1])[C:4]=3[N+:16]([O-:18])=[O:17])[N:9]=[CH:8][N:7]=2)=[CH:22][CH:21]=1. Procedure details: To a solution of 6,7-dimethoxy-5-nitro-3H-quinazolin-4-one (0.5 g, 1.99 mmol) (from Example 1, Step A, supra) in SOCl2 (20 mL) (Aldrich) was added a few drops of DMF (0.05 mL). The reaction mixture was then heated with stirring at 90° C. for 3 hours. The solvents were evaporated and the residue was dried in vacuo. This residue was dissolved in 2-propanol (30 mL), then 4-chloroaniline (0.25 g, 1.99 mmol) (Aldrich) was added. The reaction mixture was heated at 110° C. for 3 hours. The solvents wer...